This data is from the Open Reaction Database (ORD), a public repository of structured organic reaction records. The task is: describe an organic reaction: reactants, conditions, products, and yield Reactants: ClC1=C(C=C(C=C1)[N+](=O)[O-])O (2-chloro-5-nitrophenol). The reagents and catalysts are [Pt] (Pt/C). The solvent is C(C)(=O)OCC (ethyl acetate). Run at time 6 hour. The product is ClC1=C(C=C(C=C1)N)O (2-Chloro-5-aminophenol). As a reaction SMILES: [Cl:1][C:2]1[CH:7]=[CH:6][C:5]([N+:8]([O-])=O)=[CH:4][C:3]=1[OH:11]>C(OCC)(=O)C.[Pt]>[Cl:1][C:2]1[CH:7]=[CH:6][C:5]([NH2:8])=[CH:4][C:3]=1[OH:11]. Procedure: A solution of 2-chloro-5-nitrophenol (114 g, 0.66 mol) in ethyl acetate (500 mL) was treated with 5% Pt/C (510 mg, 0.5 weight %) and the mixture shaken under a hydrogen atmosphere (30 psi) for 6 h. The mixture was filtered through Celite® and the residue washed well with ethyl acetate. Evaporation of the ethyl acetate gave a solid (95 g, 100% crude yield) which was taken directly into the next step. The reactants are BrC/C=C/COC[C@@H]1CC[C@H](CC1)CN(S(=O)(=O)C1=CC=C(C=C1)C(F)(F)F)C (trans-N-[4-(4-bromo-(E)-but-2-enyloxymethyl)-cyclohexylmethyl]-N-methyl-4-trifluoromethyl-benzenesulfonamide), OCCNCCO (bis-(2-hydroxy-ethyl)-amine). Run in CN(C(C)=O)C (N,N-dimethylacetamide). The product is OCCN(C/C=C/COC[C@@H]1CC[C@H](CC1)CN(S(=O)(=O)C1=CC=C(C=C1)C(F)(F)F)C)CCO (trans-N-(4-{4-[bis-(2-hydroxy-ethyl)-amino]-(E)-but-2-enyloxymethyl}-cyclohexylmethyl)-N-methyl-4-trifluoromethyl-benzenesulfonamide). Reaction SMILES: Br[CH2:2]/[CH:3]=[CH:4]/[CH2:5][O:6][CH2:7][C@H:8]1[CH2:13][CH2:12][C@H:11]([CH2:14][N:15]([CH3:29])[S:16]([C:19]2[CH:24]=[CH:23][C:22]([C:25]([F:28])([F:27])[F:26])=[CH:21][CH:20]=2)(=[O:18])=[O:17])[CH2:10][CH2:9]1.[OH:30][CH2:31][CH2:32][NH:33][CH2:34][CH2:35][OH:36]>CN(C)C(=O)C>[OH:30][CH2:31][CH2:32][N:33]([CH2:34][CH2:35][OH:36])[CH2:2]/[CH:3]=[CH:4]/[CH2:5][O:6][CH2:7][C@H:8]1[CH2:13][CH2:12][C@H:11]([CH2:14][N:15]([CH3:29])[S:16]([C:19]2[CH:24]=[CH:23][C:22]([C:25]([F:28])([F:27])[F:26])=[CH:21][CH:20]=2)(=[O:18])=[O:17])[CH2:10][CH2:9]1. Procedure: In analogy to the method described in example 12.1, trans-N-[4-(4-bromo-(E)-but-2-enyloxymethyl)-cyclohexylmethyl]-N-methyl-4-trifluoromethyl-benzenesulfonamide was reacted with bis-(2-hydroxy-ethyl)-amine in N,N-dimethylacetamide at room temperature to yield trans-N-(4-{4-[bis-(2-hydroxy-ethyl)-amino]-(E)-but-2-enyloxymethyl}-cyclohexylmethyl)-N-methyl-4-trifluoromethyl-benzenesulfonamide as light yellow solid, MS: 523 (MH+). Starting materials: N[C@@H]1[C@@H](CCCC1)C(=O)O ((1R,2S)-2-aminocyclohexanecarboxylic acid), Cl (HCl), CO (methanol). Solvent: O1CCOCC1 (dioxane). Product: N[C@@H]1[C@@H](CCCC1)C(=O)OC ((1R,2S)-methyl 2-aminocyclohexanecarboxylate). RXN SMILES: [NH2:1][C@H:2]1[CH2:7][CH2:6][CH2:5][CH2:4][C@H:3]1[C:8]([OH:10])=[O:9].Cl.[CH3:12]O>O1CCOCC1>[NH2:1][C@H:2]1[CH2:7][CH2:6][CH2:5][CH2:4][C@H:3]1[C:8]([O:10][CH3:12])=[O:9]. Procedure: To a solution of (1R,2S)-2-aminocyclohexanecarboxylic acid (0.13 g, 0.91 mmol) in methanol (5 mL) was added 4N HCl in dioxane (1 mL) and the reaction mixture was stirred at reflux overnight. The reaction mixture was concentrated in vacuo to afford an oil which was used directly for the next step. Starting materials: CCO, CCOC=C(C(=O)OCC)C(=O)c1c(F)cc(Cl)c(F)c1Cl, Nc1ccc(F)cc1F, O. Yields the product CCOC(=O)C(=CNc1ccc(F)cc1F)C(=O)c1c(F)cc(Cl)c(F)c1Cl. As a reaction SMILES: [CH3:33][CH2:34][OH:35].[Cl:1][c:2]1[c:3]([C:4](=[O:5])[C:6]([C:7](=[O:8])[O:9][CH2:10][CH3:11])=[CH:12][O:13][CH2:14][CH3:15])[c:16]([F:22])[cH:17][c:18]([Cl:21])[c:19]1[F:20].[F:23][c:24]1[c:25]([NH2:26])[cH:27][cH:28][c:29]([F:31])[cH:30]1.[OH2:32]>>[Cl:1][c:2]1[c:3]([C:4](=[O:5])[C:6]([C:7](=[O:8])[O:9][CH2:10][CH3:11])=[CH:12][NH:26][c:25]2[c:24]([F:23])[cH:30][c:29]([F:31])[cH:28][cH:27]2)[c:16]([F:22])[cH:17][c:18]([Cl:21])[c:19]1[F:20]. Reported procedure: Sodium hydride (60%, oily, 880 mg) was added to a mixture of 3,5-dimethylpyrazole (2.11 g) and tetrahydrofuran (50 ml) at 0° C., and the mixture was stirred at room temperature for 30 minutes. After 4-(4-chloromethylphenoxymethyl)-5-methyl-2-phenyloxazole (6.28 g) was added to the reaction mixture, the mixture was refluxed for 24 hours. The reaction mixture was poured into water, which was extracted with ethyl acetate. The ethyl acetate layer was washed with saturated aqueous sodium chloride sol... The product is CC1=NN(C(=C1)C)CC1=CC=C(C=C1)OCC=1N=C(OC1C)C1=CC=CC=C1 (3,5-dimethyl-1-[4-(5-methyl-2-phenyl-4-oxazolylmethoxy)benzyl]-1H-pyrazole). The yield is 73.5%. RXN SMILES: [H-].[Na+].[CH3:3][C:4]1[CH:8]=[C:7]([CH3:9])[NH:6][N:5]=1.O1CCCC1.Cl[CH2:16][C:17]1[CH:36]=[CH:35][C:20]([O:21][CH2:22][C:23]2[N:24]=[C:25]([C:29]3[CH:34]=[CH:33][CH:32]=[CH:31][CH:30]=3)[O:26][C:27]=2[CH3:28])=[CH:19][CH:18]=1>O>[CH3:3][C:4]1[CH:8]=[C:7]([CH3:9])[N:6]([CH2:16][C:17]2[CH:18]=[CH:19][C:20]([O:21][CH2:22][C:23]3[N:24]=[C:25]([C:29]4[CH:34]=[CH:33][CH:32]=[CH:31][CH:30]=4)[O:26][C:27]=3[CH3:28])=[CH:35][CH:36]=2)[N:5]=1 |f:0.1|. The solvent is O (water). The reactants are [H-].[Na+] (Sodium hydride), CC1=NNC(=C1)C (3,5-dimethylpyrazole), O1CCCC1 (tetrahydrofuran), ClCC1=CC=C(OCC=2N=C(OC2C)C2=CC=CC=C2)C=C1 (4-(4-chloromethylphenoxymethyl)-5-methyl-2-phenyloxazole). Conditions: time 30 minute. The reactants are FC1=CC(=C(C=C1)C1=CC=2N(C(N(C(C2S1)=O)C1CCN(CC1)C(=O)OC(C)(C)C)=O)CC1=NC(=NO1)COC)OC (tert-butyl 4-[6-(4-fluoro-2-methoxyphenyl)-1-{[3-(methoxymethyl)-1,2,4-oxadiazol-5-yl]methyl}-2,4-dioxo-1,4-dihydrothieno[3,2-d]pyrimidin-3(2H)-yl]piperidine-1-carboxylate), Cl (hydrogen chloride). Solvent: O1CCOCC1 (1,4 dioxane), O1CCOCC1 (1,4-dioxane). Reaction conditions: time 2.5 hour. Yields the product Cl.FC1=CC(=C(C=C1)C1=CC=2N(C(N(C(C2S1)=O)C1CCNCC1)=O)CC1=NC(=NO1)COC)OC (6-(4-fluoro-2-methoxyphenyl)-1-{[3-(methoxymethyl)-1,2,4-oxadiazol-5-yl]methyl}-3-(piperidin-4-yl)thieno[3,2-d]pyrimidine-2,4(1H,3H)-dione hydrochloride). RXN SMILES: [F:1][C:2]1[CH:7]=[CH:6][C:5]([C:8]2[S:16][C:15]3[C:14](=[O:17])[N:13]([CH:18]4[CH2:23][CH2:22][N:21](C(OC(C)(C)C)=O)[CH2:20][CH2:19]4)[C:12](=[O:31])[N:11]([CH2:32][C:33]4[O:37][N:36]=[C:35]([CH2:38][O:39][CH3:40])[N:34]=4)[C:10]=3[CH:9]=2)=[C:4]([O:41][CH3:42])[CH:3]=1.[ClH:43]>O1CCOCC1>[ClH:43].[F:1][C:2]1[CH:7]=[CH:6][C:5]([C:8]2[S:16][C:15]3[C:14](=[O:17])[N:13]([CH:18]4[CH2:23][CH2:22][NH:21][CH2:20][CH2:19]4)[C:12](=[O:31])[N:11]([CH2:32][C:33]4[O:37][N:36]=[C:35]([CH2:38][O:39][CH3:40])[N:34]=4)[C:10]=3[CH:9]=2)=[C:4]([O:41][CH3:42])[CH:3]=1 |f:3.4|. Procedure details: To a solution of tert-butyl 4-[6-(4-fluoro-2-methoxyphenyl)-1-{[3-(methoxymethyl)-1,2,4-oxadiazol-5-yl]methyl}-2,4-dioxo-1,4-dihydrothieno[3,2-d]pyrimidin-3(2H)-yl]piperidine-1-carboxylate (890 mg, compound B62) in 1,4 dioxane (13 ml) is added a solution of hydrogen chloride in 1,4-dioxane (7.4 ml, 4.0 M). The reaction mixture is stirred for 2.5 h at RT. All volatiles are evaporated and the residue is treated with DCM and after removal of the solvent under reduced pressure the title compound is ... The reactants are O=C(Cl)C1CC1, CC(C)(C#N)c1cccc(C(=O)Nc2ccc(Cl)c(Oc3ccc4nc(N)sc4n3)c2)c1, c1ccncc1. Product: CC(C)(C#N)c1cccc(C(=O)Nc2ccc(Cl)c(Oc3ccc4nc(NC(=O)C5CC5)sc4n3)c2)c1. Reaction SMILES: [CH:33]1([C:36](=[O:37])[Cl:38])[CH2:34][CH2:35]1.[NH2:1][c:2]1[s:3][c:4]2[n:5][c:6]([O:11][c:12]3[cH:13][c:14]([NH:19][C:20]([c:21]4[cH:22][c:23]([C:27]([CH3:28])([CH3:29])[C:30]#[N:31])[cH:24][cH:25][cH:26]4)=[O:32])[cH:15][cH:16][c:17]3[Cl:18])[cH:7][cH:8][c:9]2[n:10]1.[cH:39]1[cH:40][cH:41][n:42][cH:43][cH:44]1>>[NH:1]([c:2]1[s:3][c:4]2[n:5][c:6]([O:11][c:12]3[cH:13][c:14]([NH:19][C:20]([c:21]4[cH:22][c:23]([C:27]([CH3:28])([CH3:29])[C:30]#[N:31])[cH:24][cH:25][cH:26]4)=[O:32])[cH:15][cH:16][c:17]3[Cl:18])[cH:7][cH:8][c:9]2[n:10]1)[C:36]([CH:33]1[CH2:34][CH2:35]1)=[O:37]. The product is CC(=O)N1CCc2cc(C(=O)CBr)ccc21. Reactants: [Br-], [Br-], [Br-], CC(=O)c1ccc2c(c1)CCN2C(C)=O, C1CCOC1, c1cc[nH+]cc1, c1cc[nH+]cc1, c1cc[nH+]cc1. Reaction SMILES: [Br-:16].[Br-:17].[Br-:18].[C:1]([CH3:2])(=[O:3])[N:4]1[CH2:5][CH2:6][c:7]2[cH:8][c:9]([C:13]([CH3:14])=[O:15])[cH:10][cH:11][c:12]21.[CH2:37]1[O:38][CH2:39][CH2:40][CH2:41]1.[nH+:19]1[cH:20][cH:21][cH:22][cH:23][cH:24]1.[nH+:25]1[cH:26][cH:27][cH:28][cH:29][cH:30]1.[nH+:31]1[cH:32][cH:33][cH:34][cH:35][cH:36]1>>[C:1]([CH3:2])(=[O:3])[N:4]1[CH2:5][CH2:6][c:7]2[cH:8][c:9]([C:13]([CH2:14][Br:16])=[O:15])[cH:10][cH:11][c:12]21. Starting materials: COC(=O)Cl, CCCS(=O)(=O)Nc1cccc(-c2nc(C3CC3)[nH]c2-c2ccnc(NCC(C)N)n2)c1Cl, [Na+], O=C([O-])O, O. Product: CCCS(=O)(=O)Nc1cccc(-c2nc(C3CC3)[nH]c2-c2ccnc(NCC(C)NC(=O)OC)n2)c1Cl. Reaction SMILES: [Cl:39][C:40](=[O:41])[O:42][CH3:43].[NH2:1][CH:2]([CH2:3][NH:4][c:5]1[n:6][cH:7][cH:8][c:9](-[c:11]2[c:12](-[c:19]3[c:20]([Cl:32])[c:21]([NH:25][S:26](=[O:27])(=[O:28])[CH2:29][CH2:30][CH3:31])[cH:22][cH:23][cH:24]3)[n:13][c:14]([CH:16]3[CH2:17][CH2:18]3)[nH:15]2)[n:10]1)[CH3:33].[Na+:38].[O-:34][C:35]([OH:36])=[O:37].[OH2:44]>>[NH:1]([CH:2]([CH2:3][NH:4][c:5]1[n:6][cH:7][cH:8][c:9](-[c:11]2[c:12](-[c:19]3[c:20]([Cl:32])[c:21]([NH:25][S:26](=[O:27])(=[O:28])[CH2:29][CH2:30][CH3:31])[cH:22][cH:23][cH:24]3)[n:13][c:14]([CH:16]3[CH2:17][CH2:18]3)[nH:15]2)[n:10]1)[CH3:33])[C:40](=[O:41])[O:42][CH3:43].